This data is from the Open Reaction Database (ORD), a public repository of structured organic reaction records. The task is: describe an organic reaction: reactants, conditions, products, and yield The reactants are O=C([O-])[O-], Cc1ccccc1, FC(F)(F)c1ccc2ccnc(Cl)c2c1, [Cs+], [Cs+], CC(C)(C)OC(=O)N1CC(NC(=O)CN)C1, CC(=O)[O-], CC(=O)[O-], [Pd+2], c1ccc(P(c2ccccc2)c2ccc3ccccc3c2-c2c(P(c3ccccc3)c3ccccc3)ccc3ccccc23)cc1. Product: CC(C)(C)OC(=O)N1CC(NC(=O)CNc2nccc3ccc(C(F)(F)F)cc23)C1. Reaction SMILES: [C:32](=[O:33])([O-:34])[O-:35].[CH3:93][c:94]1[cH:95][cH:96][cH:97][cH:98][cH:99]1.[Cl:1][c:2]1[n:3][cH:4][cH:5][c:6]2[cH:7][cH:8][c:9]([C:12]([F:13])([F:14])[F:15])[cH:10][c:11]12.[Cs+:36].[Cs+:37].[NH2:16][CH2:17][C:18](=[O:19])[NH:20][CH:21]1[CH2:22][N:23]([C:25](=[O:26])[O:27][C:28]([CH3:29])([CH3:30])[CH3:31])[CH2:24]1.[O-:85][C:86]([CH3:87])=[O:88].[O-:89][C:90]([CH3:91])=[O:92].[Pd+2:84].[cH:38]1[cH:39][cH:40][c:41]([P:42]([c:43]2[cH:44][cH:45][c:46]3[c:47]([cH:48][cH:49][cH:50][cH:51]3)[c:52]2-[c:53]2[c:54]3[c:55]([cH:56][cH:57][cH:58][cH:59]3)[cH:60][cH:61][c:62]2[P:63]([c:64]2[cH:65][cH:66][cH:67][cH:68][cH:69]2)[c:70]2[cH:71][cH:72][cH:73][cH:74][cH:75]2)[c:76]2[cH:77][cH:78][cH:79][cH:80][cH:81]2)[cH:82][cH:83]1>>[c:2]1([NH:16][CH2:17][C:18](=[O:19])[NH:20][CH:21]2[CH2:22][N:23]([C:25](=[O:26])[O:27][C:28]([CH3:29])([CH3:30])[CH3:31])[CH2:24]2)[n:3][cH:4][cH:5][c:6]2[cH:7][cH:8][c:9]([C:12]([F:13])([F:14])[F:15])[cH:10][c:11]12. Reactants: C1CCOC1, CC(C)C(=O)Nc1cccc(C2CCN(CCCCCCN)CC2)c1, O=C(Cl)C(c1ccccc1)c1ccccc1. The product is CC(C)C(=O)Nc1cccc(C2CCN(CCCCCCNC(=O)C(c3ccccc3)c3ccccc3)CC2)c1. As a reaction SMILES: [CH2:42]1[O:43][CH2:44][CH2:45][CH2:46]1.[NH2:1][CH2:2][CH2:3][CH2:4][CH2:5][CH2:6][CH2:7][N:8]1[CH2:9][CH2:10][CH:11]([c:14]2[cH:15][c:16]([NH:20][C:21]([CH:22]([CH3:23])[CH3:24])=[O:25])[cH:17][cH:18][cH:19]2)[CH2:12][CH2:13]1.[c:26]1([CH:32]([C:33](=[O:34])[Cl:35])[c:36]2[cH:37][cH:38][cH:39][cH:40][cH:41]2)[cH:27][cH:28][cH:29][cH:30][cH:31]1>>[NH:1]([CH2:2][CH2:3][CH2:4][CH2:5][CH2:6][CH2:7][N:8]1[CH2:9][CH2:10][CH:11]([c:14]2[cH:15][c:16]([NH:20][C:21]([CH:22]([CH3:23])[CH3:24])=[O:25])[cH:17][cH:18][cH:19]2)[CH2:12][CH2:13]1)[C:33]([CH:32]([c:26]1[cH:27][cH:28][cH:29][cH:30][cH:31]1)[c:36]1[cH:37][cH:38][cH:39][cH:40][cH:41]1)=[O:34]. Yields the product C(C)(C)(C)C=1N=C(C=2C(N1)=NN(N2)CC=2OC(=NN2)C)N2C[C@H](CC2)O ((S)-1-[5-tert-Butyl-2-(5-methyl-[1,3,4]oxadiazol-2-ylmethyl)-2H-[1,2,3]triazolo[4,5-d]pyrimidin-7-yl]-pyrrolidin-3-ol). Reaction SMILES: [C:1]([C:5]1[N:6]=[C:7]([N:21]2[CH2:25][CH2:24][C@H:23]([OH:26])[CH2:22]2)[C:8]2[C:9](=[N:11][N:12]([CH2:14][C:15]3C(C)=NO[N:16]=3)[N:13]=2)[N:10]=1)([CH3:4])([CH3:3])[CH3:2].C(C1N=C(N2CC[C@H](OC(=O)C(F)(F)F)C2)C2N=NNC=2N=1)(C)(C)C.Cl[CH2:53][C:54]1[O:55]C(C)=N[N:58]=1>>[C:1]([C:5]1[N:6]=[C:7]([N:21]2[CH2:25][CH2:24][C@H:23]([OH:26])[CH2:22]2)[C:8]2[C:9](=[N:11][N:12]([CH2:14][C:15]3[O:55][C:54]([CH3:53])=[N:58][N:16]=3)[N:13]=2)[N:10]=1)([CH3:3])([CH3:2])[CH3:4]. Reactants: C(C)(C)(C)C=1N=C(C=2C(N1)=NN(N2)CC2=NON=C2C)N2C[C@H](CC2)O ((S)-1-[5-tert-Butyl-2-(4-methyl-furazan-3-ylmethyl)-2H-[1,2,3]triazolo[4,5-d]pyrimidin-7-yl]-pyrrolidin-3-ol), C(C)(C)(C)C=1N=C(C2=C(N1)NN=N2)N2C[C@H](CC2)OC(C(F)(F)F)=O (Trifluoro-acetic acid (S)-1-(5-tert-butyl-3H-[1,2,3]triazolo[4,5-d]pyrimidin-7-yl)-pyrrolidin-3-yl-ester), ClCC=1OC(=NN1)C (2-(chloromethyl)-5-methyl-1,3,4-oxadiazole). Procedure: In analogy to the procedure described for the synthesis of (S)-1-[5-tert-Butyl-2-(4-methyl-furazan-3-ylmethyl)-2H-[1,2,3]triazolo[4,5-d]pyrimidin-7-yl]-pyrrolidin-3-ol (example 73), the title compound was prepared from Trifluoro-acetic acid (S)-1-(5-tert-butyl-3H-[1,2,3]triazolo[4,5-d]pyrimidin-7-yl)-pyrrolidin-3-yl-ester and 2-(chloromethyl)-5-methyl-1,3,4-oxadiazole and isolated as light yellow gum. MS (m/e): 359.5 (MH+). Starting materials: C(C1=CC=CC=C1)(=O)C(=O)OC (methyl benzoylformate), CC(C)([O-])C.[K+] (Potassium tert-butoxide), [Cl-].COC[P+](C1=CC=CC=C1)(C1=CC=CC=C1)C1=CC=CC=C1 ((methoxymethyl)-triphenylphosphonium chloride), S(=O)(=O)([O-])[O-].[Mg+2] (magnesium sulphate), C (charcoal). The solvent is CCOCC (ether), O (water), CCOCC (ether). Reaction conditions: time 45 minute. The product is CO/C=C(/C(=O)OC)\C1=CC=CC=C1 (E-methyl 3-methoxy-2-phenylpropenoate). Yield: 50.3%. Reaction SMILES: CC(C)([O-])C.[K+].[Cl-].[CH3:8][O:9][CH2:10][P+](C1C=CC=CC=1)(C1C=CC=CC=1)C1C=CC=CC=1.[C:30]([C:38]([O:40][CH3:41])=[O:39])(=O)[C:31]1[CH:36]=[CH:35][CH:34]=[CH:33][CH:32]=1.S([O-])([O-])(=O)=O.[Mg+2].C>CCOCC.O>[CH3:8][O:9]/[CH:10]=[C:30](\[C:31]1[CH:36]=[CH:35][CH:34]=[CH:33][CH:32]=1)/[C:38]([O:40][CH3:41])=[O:39] |f:0.1,2.3,5.6|. Procedure: Potassium tert-butoxide (9.52 g) was added in a single portion to a stirred suspension of (methoxymethyl)-triphenylphosphonium chloride (34.3 g) in dry ether (300 ml). After 45 minutes, the resulting red suspension was treated with a solution of methyl benzoylformate (8.20 g) in dry ether (100 ml) (colour lightens; exotherm). After 3 hours, the mixture was diluted with water, treated with magnesium sulphate and charcoal, then concentrated under reduced pressure to give the crude product (36.39 g...